From a dataset of the Open Reaction Database (ORD), a public repository of structured organic reaction records. describe an organic reaction: reactants, conditions, products, and yield Starting materials: CC(C)(C)n1nc([N+](=O)[O-])c2ccccc21, CO. Product: CC(C)(C)n1nc(N)c2ccccc21. Reaction SMILES: [C:1]([CH3:2])([CH3:3])([CH3:4])[n:5]1[n:6][c:7]([N+:14]([O-:15])=[O:16])[c:8]2[cH:9][cH:10][cH:11][cH:12][c:13]12.[CH3:17][OH:18]>>[C:1]([CH3:2])([CH3:3])([CH3:4])[n:5]1[n:6][c:7]([NH2:14])[c:8]2[cH:9][cH:10][cH:11][cH:12][c:13]12. The reactants are CN(C)CCCO, COc1cc2c(Cl)ncnc2cc1O. The product is COc1cc2c(Cl)ncnc2cc1OCCCN(C)C. RXN SMILES: [CH3:15][N:16]([CH2:17][CH2:18][CH2:19][OH:20])[CH3:21].[Cl:1][c:2]1[n:3][cH:4][n:5][c:6]2[cH:7][c:8]([OH:14])[c:9]([O:12][CH3:13])[cH:10][c:11]12>>[Cl:1][c:2]1[n:3][cH:4][n:5][c:6]2[cH:7][c:8]([O:14][CH2:19][CH2:18][CH2:17][N:16]([CH3:15])[CH3:21])[c:9]([O:12][CH3:13])[cH:10][c:11]12. The reactants are COC1=C(C=C(C=C1)OC[C@H]1OC1)[N+](=O)[O-] ((2S)-2-({[4-(methyloxy)-3-nitrophenyl]oxy}methyl)oxirane), N1CCCC1 (pyrrolidine), C(C)(C)O (isopropanol). Reagents/catalysts: [Pd] (palladium on carbon). Solvent: C(C)O (ethanol). Reaction conditions: temperature 140 celsius, time 8 hour. Product: NC=1C=C(C=CC1OC)OC[C@H](CN1CCCC1)O ((2S)-1-{[3-amino-4-(methyloxy)phenyl]oxy}-3-(1-pyrrolidinyl)-2-propanol). Isolated yield 93.9%. As a reaction SMILES: [CH3:1][O:2][C:3]1[CH:8]=[CH:7][C:6]([O:9][CH2:10][C@@H:11]2[CH2:13][O:12]2)=[CH:5][C:4]=1[N+:14]([O-])=O.[NH:17]1[CH2:21][CH2:20][CH2:19][CH2:18]1.C(O)(C)C>C(O)C.[Pd]>[NH2:14][C:4]1[CH:5]=[C:6]([O:9][CH2:10][C@@H:11]([OH:12])[CH2:13][N:17]2[CH2:21][CH2:20][CH2:19][CH2:18]2)[CH:7]=[CH:8][C:3]=1[O:2][CH3:1]. Procedure details: In a sealed tube were placed (2S)-2-({[4-(methyloxy)-3-nitrophenyl]oxy}methyl)oxirane (1.0 g, 4.4 mmol), pyrrolidine (3.2 g, 44 mmol), and isopropanol (20 mL). The mixture was heated under microwave to 140° C. for 10 min. Removal of the isopropanol afforded the crude product which was placed in ethanol (100 mL) with 10% palladium on carbon (0.5 g). The reation mixture was kept stirring under H2 at 60 psi overnight. Filtration removed the catalyst and concentration afforded (2S)-1-{[3-amino-4-(me... Reactants: O=C([O-])[O-], CC[N+]1(C)CCC(=O)CC1, CCO, NC1CCCCCCCCC1, [I-], [K+], [K+], [Na+], O=C([O-])O, O. Yields the product O=C1CCN(C2CCCCCCCCC2)CC1. RXN SMILES: [C:12](=[O:13])([O-:14])[O-:15].[CH2:19]([N+:20]1([CH3:21])[CH2:22][CH2:23][C:24](=[O:27])[CH2:25][CH2:26]1)[CH3:28].[CH3:34][CH2:35][OH:36].[CH:1]1([NH2:11])[CH2:2][CH2:3][CH2:4][CH2:5][CH2:6][CH2:7][CH2:8][CH2:9][CH2:10]1.[I-:18].[K+:16].[K+:17].[Na+:33].[O-:29][C:30]([OH:31])=[O:32].[OH2:37]>>[CH:1]1([N:11]2[CH2:22][CH2:23][C:24](=[O:27])[CH2:25][CH2:26]2)[CH2:2][CH2:3][CH2:4][CH2:5][CH2:6][CH2:7][CH2:8][CH2:9][CH2:10]1. Starting materials: OC1=C(C=C(C(=O)OC)C=C1)C=CC (methyl 4-hydroxy-3-propenylbenzoate), C([O-])([O-])=O.[K+].[K+] (potassium carbonate), C(C=C)Br (allyl bromide). Run in CC(=O)C (acetone). Yields the product C(C=C)C=1C=C(C(=O)OC)C=CC1OCC=C (methyl 3-(2-propen-1-yl)-4-(2-propen-1-yloxy)benzoate). Yield: 87.0%. As a reaction SMILES: [OH:1][C:2]1[CH:11]=[CH:10][C:5]([C:6]([O:8][CH3:9])=[O:7])=[CH:4][C:3]=1[CH:12]=[CH:13][CH3:14].C(=O)([O-])[O-].[K+].[K+].[CH2:21](Br)[CH:22]=[CH2:23]>CC(C)=O>[CH2:12]([C:3]1[CH:4]=[C:5]([CH:10]=[CH:11][C:2]=1[O:1][CH2:23][CH:22]=[CH2:21])[C:6]([O:8][CH3:9])=[O:7])[CH:13]=[CH2:14] |f:1.2.3|. Procedure details: A solution of 3.04 g (15.8 mmol) of methyl 4-hydroxy-3-propenylbenzoate (Example 42, Step B) was refluxed with anhydrous potassium carbonate (4.37 g, 2 equiv) and allyl bromide (3.5 mL, 2.5 equiv) in acetone overnight. The mixture was filtered through Celite and the filter cake was washed with more acetone and dichloromethane. After removing the solvents, the resulting oil was distilled under high vacuum to give 3.2 g (87%) of the title compound. The reactants are O=C([O-])C(O)C(O)C(=O)[O-], CC(C)C[AlH]CC(C)C, Cc1ccccc1, C=CCCCC(CC(=O)N1C(=S)SCC1C(C)C)O[Si](CC)(CC)CC, [K+], [Na+]. The product is C=CCCCC(CC=O)O[Si](CC)(CC)CC. Reaction SMILES: [C:36]([CH:37]([CH:38]([C:39]([O-:40])=[O:41])[OH:42])[OH:43])([O-:44])=[O:45].[CH3:27][CH:28]([CH2:29][AlH:30][CH2:31][CH:32]([CH3:33])[CH3:34])[CH3:35].[CH3:48][c:49]1[cH:50][cH:51][cH:52][cH:53][cH:54]1.[CH:1]([CH:2]1[CH2:3][S:4][C:5](=[S:6])[N:7]1[C:10]([CH2:11][CH:12]([CH2:13][CH2:14][CH2:15][CH:16]=[CH2:17])[O:18][Si:19]([CH2:20][CH3:21])([CH2:22][CH3:23])[CH2:24][CH3:25])=[O:26])([CH3:8])[CH3:9].[K+:46].[Na+:47]>>[CH:10]([CH2:11][CH:12]([CH2:13][CH2:14][CH2:15][CH:16]=[CH2:17])[O:18][Si:19]([CH2:20][CH3:21])([CH2:22][CH3:23])[CH2:24][CH3:25])=[O:26]. Reactants: Clc1ccccc1, Nc1cc(F)ccc1F, O=S(=O)(Cl)Cl, c1ccncc1. Yields the product O=S(=O)(Nc1cc(F)ccc1F)c1ccc(Cl)cc1. Reaction SMILES: [Cl:15][c:16]1[cH:17][cH:18][cH:19][cH:20][cH:21]1.[F:1][c:2]1[c:3]([NH2:4])[cH:5][c:6]([F:9])[cH:7][cH:8]1.[S:10](=[O:11])(=[O:12])([Cl:13])[Cl:14].[cH:22]1[cH:23][cH:24][n:25][cH:26][cH:27]1>>[F:1][c:2]1[c:3]([NH:4][S:10](=[O:11])(=[O:12])[c:19]2[cH:18][cH:17][c:16]([Cl:15])[cH:21][cH:20]2)[cH:5][c:6]([F:9])[cH:7][cH:8]1. The reactants are O (water), CC1(C=2C=CC(=CC2C(CC1)(C)C)C(CO)=C)C (2-(5,5,8,8-Tetramethyl-5,6,7,8-tetrahydronaphthalen-2-yl)prop-2-en-1-ol), BrC(Br)(Br)Br (Tetrabromomethane), C1(=CC=CC=C1)P(C1=CC=CC=C1)C1=CC=CC=C1 (triphenylphosphine). Run in C(C)(=O)OCC (ethyl acetate), C(C)OCC (ethyl ether), CCCCCCC (heptane), C(C)OCC (ethyl ether). Conditions: time 24 hour. Yields the product BrCC(=C)C=1C=C2C(CCC(C2=CC1)(C)C)(C)C (6-(1-bromomethylvinyl)-1,1,4,4-tetramethyl-1,2,3,4-tetrahydronaphthalene). RXN SMILES: Br[C:2]([Br:5])(Br)Br.C1(P(C2C=CC=CC=2)C2C=CC=CC=2)C=CC=CC=1.[CH3:25][C:26]1([CH3:42])[CH2:35][CH2:34][C:33]([CH3:37])([CH3:36])[C:32]2[CH:31]=[C:30]([C:38](=C)[CH2:39]O)[CH:29]=[CH:28][C:27]1=2.O>C(OCC)C.CCCCCCC.C(OCC)(=O)C>[Br:5][CH2:2][C:38]([C:30]1[CH:31]=[C:32]2[C:27](=[CH:28][CH:29]=1)[C:26]([CH3:42])([CH3:25])[CH2:35][CH2:34][C:33]2([CH3:37])[CH3:36])=[CH2:39]. Procedure: Tetrabromomethane (1.21 g, 3.8 mmol) is added to a mixture of triphenylphosphine (970 mg, 3.8 mmol) in ethyl ether (20 ml). A solution of 2-(5,5,8,8-Tetramethyl-5,6,7,8-tetrahydronaphthalen-2-yl)prop-2-en-1-ol (300 mg, 1.2 mmol) in ethyl ether (2 ml) is added. Stirring is continued for 24 h, then the reaction mixture is treated with water and ethyl acetate. The organic phase is washed with water and then concentrated in vacuo in a rotary evaporator. The oil obtained is taken up in heptane and fi... Starting materials: Brc1c[nH]c2ncccc12, [H-], CI, [Na+], CN(C)C=O. Yields the product Cn1cc(Br)c2cccnc21. Reaction SMILES: [Br:1][c:2]1[cH:3][nH:4][c:5]2[n:6][cH:7][cH:8][cH:9][c:10]12.[H-:12].[I:13][CH3:14].[Na+:11].[O:15]=[CH:16][N:17]([CH3:18])[CH3:19]>>[Br:1][c:2]1[cH:3][n:4]([CH3:14])[c:5]2[n:6][cH:7][cH:8][cH:9][c:10]12. The reactants are [BH4-], CCO, C[O-], CO, O=Cc1ccccc1, Cl, NCC1=C2C(=O)N=C(N)N=C2N=C1, N, [Na+], [Na+]. RXN SMILES: [BH4-:25].[CH2:28]([OH:29])[CH3:30].[CH3:14][O-:15].[CH3:32][OH:33].[CH:17](=[O:18])[c:19]1[cH:20][cH:21][cH:22][cH:23][cH:24]1.[ClH:27].[NH2:1][C:2]1=[N:3][C:4](=[O:13])[C:5]2=[C:10]([CH2:11][NH2:12])[CH:9]=[N:8][C:6]2=[N:7]1.[NH3:31].[Na+:16].[Na+:26]>>[NH2:1][C:2]1=[N:3][C:4](=[O:13])[C:5]2=[C:10]([CH2:11][NH:12][CH2:17][c:19]3[cH:20][cH:21][cH:22][cH:23][cH:24]3)[CH:9]=[N:8][C:6]2=[N:7]1. Yields the product NC1=NC(=O)C2=C(CNCc3ccccc3)C=NC2=N1.